Dataset: the Open Reaction Database (ORD), a public repository of structured organic reaction records. Task: describe an organic reaction: reactants, conditions, products, and yield The reactants are CO, CCOC(=O)CCC(F)(F)F, [Li+], C1CCOC1, [OH-], O, O. Yields the product O=C(O)CCC(F)(F)F. Reaction SMILES: [CH3:16][OH:17].[F:4][C:5]([CH2:6][CH2:7][C:8](=[O:9])[O:10][CH2:11][CH3:12])([F:13])[F:14].[Li+:3].[O:18]1[CH2:19][CH2:20][CH2:21][CH2:22]1.[OH-:2].[OH2:15].[OH2:1]>>[F:4][C:5]([CH2:6][CH2:7][C:8](=[O:9])[OH:10])([F:13])[F:14].